This data is from the Open Reaction Database (ORD), a public repository of structured organic reaction records. The task is: describe an organic reaction: reactants, conditions, products, and yield Starting materials: [N+](=O)([O-])C1=CN=CN1 (5-nitroimidazole), C(=O)O (formic acid). Solvent: S(=O)(=O)(OC)OC (dimethyl sulfate). Yields the product CN1C=NC=C1[N+](=O)[O-] (1-methyl-5-nitroimidazole). The yield is 82.0%. Reaction SMILES: [N+:1]([C:4]1[NH:8][CH:7]=[N:6][CH:5]=1)([O-:3])=[O:2].[CH:9](O)=O>S(OC)(OC)(=O)=O>[CH3:9][N:8]1[C:4]([N+:1]([O-:3])=[O:2])=[CH:5][N:6]=[CH:7]1. Procedure: 202 parts of 5-nitroimidazole is dissolved in 600 parts of formic acid (90% by weight), 250 parts of dimethyl sulfate is added and the whole is heated for 6 hours. The formic acid is distilled off in vacuo. 420 parts of water is added to the residue, the whole cooled to from 0° to 5° C. and the unreacted 5-nitroimidazole (60 parts) is centrifuged off. The mixture is adjusted to pH 10 with aqueous ammonia solution (25% by weight) and the precipitate is separated at 0° to 5° C. 130 parts of 1-meth... The reactants are N1(CCNCC1)C1=CC=C(NC2=NC=CC(=N2)C2=CN=C(N2C(C)C)C)C=C1 (2-[4-(Piperazin-1-yl)anilino]-4-(1-isopropyl-2-methyl-1H-imidazol-5-yl)pyrimidine), C(C)(C)N(CC)C(C)C (di-isopropylethylamine), ClCC(=O)Cl (chloroacetyl chloride). Run in C(Cl)Cl (DCM), C(Cl)Cl (DCM). Run at time 2 hour. The product is ClCC(=O)N1CCN(CC1)C1=CC=C(NC2=NC=CC(=N2)C2=CN=C(N2C(C)C)C)C=C1 (2-{4-[4-(Chloroacetyl)piperazin-1-yl]anilino}-4-(1-isopropyl-2-methyl-1H-imidazol-5-yl)pyrimidine). The yield is 86.3%. RXN SMILES: [N:1]1([C:7]2[CH:28]=[CH:27][C:10]([NH:11][C:12]3[N:17]=[C:16]([C:18]4[N:22]([CH:23]([CH3:25])[CH3:24])[C:21]([CH3:26])=[N:20][CH:19]=4)[CH:15]=[CH:14][N:13]=3)=[CH:9][CH:8]=2)[CH2:6][CH2:5][NH:4][CH2:3][CH2:2]1.C(N(C(C)C)CC)(C)C.[Cl:38][CH2:39][C:40](Cl)=[O:41]>C(Cl)Cl>[Cl:38][CH2:39][C:40]([N:4]1[CH2:5][CH2:6][N:1]([C:7]2[CH:28]=[CH:27][C:10]([NH:11][C:12]3[N:17]=[C:16]([C:18]4[N:22]([CH:23]([CH3:25])[CH3:24])[C:21]([CH3:26])=[N:20][CH:19]=4)[CH:15]=[CH:14][N:13]=3)=[CH:9][CH:8]=2)[CH2:2][CH2:3]1)=[O:41]. Reported procedure: 2-[4-(Piperazin-1-yl)anilino]-4-(1-isopropyl-2-methyl-1H-imidazol-5-yl)pyrimidine (Example 20; 1.89 g, 5 mmol), di-isopropylethylamine (0.956 ml, 5.5 mmol) in DCM (25 ml) was treated at 0° C. with chloroacetyl chloride (0.438 ml, 5.5 mmol). The mixture was stirred at ambient for 2 hours, diluted with DCM (25 ml), washed with aqueous saturated sodium bicarbonate solution (20 ml) and aqueous saturated sodium chloride solution (20 ml). The solution was dried and evaporated at reduced pressure to gi... Starting materials: COC(C(CC1CCCC1)N1N=CC(=CC1=O)O)=O (3-cyclopentyl-2-(4-hydroxy-6-oxo-6H-pyridazin-1-yl)-propionic acid methyl ester), C([O-])([O-])=O.[K+].[K+] (potassium carbonate), ClC1=NC=CC(=N1)C(F)(F)F (2-chloro-4-trifluoromethyl-pyrimidine). Run in CN(C=O)C (N,N-dimethylformamide). Conditions: temperature 110 celsius, time 1 hour. Product: COC(C(CC1CCCC1)N1N=CC(=CC1=O)OC1=NC=CC(=N1)C(F)(F)F)=O (3-cyclopentyl-2-[6-oxo-4-(4-trifluoromethyl-pyrimidin-2-yloxy)-6H-pyridazin-1-yl]-propionic acid methyl ester), oil. Isolated yield 86.0%. As a reaction SMILES: [CH3:1][O:2][C:3](=[O:19])[CH:4]([N:11]1[C:16](=[O:17])[CH:15]=[C:14]([OH:18])[CH:13]=[N:12]1)[CH2:5][CH:6]1[CH2:10][CH2:9][CH2:8][CH2:7]1.C(=O)([O-])[O-].[K+].[K+].Cl[C:27]1[N:32]=[C:31]([C:33]([F:36])([F:35])[F:34])[CH:30]=[CH:29][N:28]=1>CN(C)C=O>[CH3:1][O:2][C:3](=[O:19])[CH:4]([N:11]1[C:16](=[O:17])[CH:15]=[C:14]([O:18][C:27]2[N:32]=[C:31]([C:33]([F:36])([F:35])[F:34])[CH:30]=[CH:29][N:28]=2)[CH:13]=[N:12]1)[CH2:5][CH:6]1[CH2:7][CH2:8][CH2:9][CH2:10]1 |f:1.2.3|. Procedure details: A solution of 3-cyclopentyl-2-(4-hydroxy-6-oxo-6H-pyridazin-1-yl)-propionic acid methyl ester (3.0 g, 11.3 mmol) in N,N-dimethylformamide was treated with potassium carbonate (2.33 g, 16.9 mmol) and 2-chloro-4-trifluoromethyl-pyrimidine (3.1 g, 16.9 mmol). The reaction mixture was stirred at 110° C. for 1 h. At this time, the reaction was cooled to 25° C. and concentrated in vacuo. The residue was partitioned between water and ethyl acetate. The combined organics were washed with a saturated aqu... The reactants are O1CCN(CC1)CCNC1=C(C(=O)OC)C=CC=C1F (Methyl 2-(2-morpholinoethylamino)-3-fluorobenzoate), [H-].[H-].[H-].[H-].[Li+].[Al+3] (LAH). Solvent: CCOCC (Et2O). Conditions: temperature 0 celsius. Yields the product O1CCN(CC1)CCNC1=C(C=CC=C1F)CO ((2-(2-morpholinoethylamino)-3-fluorophenyl)methanol). Yield: 77.8%. Reaction SMILES: [O:1]1[CH2:6][CH2:5][N:4]([CH2:7][CH2:8][NH:9][C:10]2[C:19]([F:20])=[CH:18][CH:17]=[CH:16][C:11]=2[C:12](OC)=[O:13])[CH2:3][CH2:2]1.[H-].[H-].[H-].[H-].[Li+].[Al+3]>CCOCC>[O:1]1[CH2:6][CH2:5][N:4]([CH2:7][CH2:8][NH:9][C:10]2[C:19]([F:20])=[CH:18][CH:17]=[CH:16][C:11]=2[CH2:12][OH:13])[CH2:3][CH2:2]1 |f:1.2.3.4.5.6|. Reported procedure: Methyl 2-(2-morpholinoethylamino)-3-fluorobenzoate (943 mg, 3.340 mmol) was dissolved in Et2O (˜40 mL) and cooled to 0° C. The mixture was treated with LAH (203 mg, 5.35 mmol) and stirred at 0° C. The reaction was quenched with NaF (5 g) and water (5 mL), then decanted, dried over Na2SO4, and solvent was removed under vacuum. The mixture was diluted with CH2Cl2 and EtOAc, dried over MgSO4, filtered and the solvent was evaporated. The crude product was purified on an ISCO system with EtOAc/Hex (2...